From a dataset of the Open Reaction Database (ORD), a public repository of structured organic reaction records. describe an organic reaction: reactants, conditions, products, and yield As a reaction SMILES: [C:1]([CH2:9][C:10]#[N:11])(=[O:8])[C:2]1[CH:7]=[CH:6][CH:5]=[CH:4][CH:3]=1.CC(OCC1C2C(=CC=CC=2)C(COC(C)=O)=C2C=1C=CC=C2)=O.[N:36]([O-])=[O:37].[Na+]>O>[OH:37][N:36]=[C:9]([C:1](=[O:8])[C:2]1[CH:7]=[CH:6][CH:5]=[CH:4][CH:3]=1)[C:10]#[N:11] |f:2.3|. Procedure: A suspension of benzoylacetonitrile (11.7 g, 80.7 mmol) in a mixture of glacial acetic (34 ml) and water (1 ml) was stirred vigorously at 10° C. whilst an aqueous solution of sodium nitrite (6.1 g, 88.4 mmol in 7 ml) was added dropwise over 30 minutes. The mixture was stirred for 1 hour at room temperature and then poured into iced water (600 ml). The yellow solid which precipitated was filtered off, washed with water (100 ml) and dried, giving the title compound, 7.8 g (56%). m.p. 126°-128° C. ... Run in O (water), O (water). Reaction conditions: time 1 hour. Yields the product ON=C(C#N)C(C1=CC=CC=C1)=O (2-Hydroxyimino-3-oxo-3-phenylpropanenitrile). The reactants are C(C1=CC=CC=C1)(=O)CC#N (benzoylacetonitrile), CC(=O)OCC1=C2C=CC=CC2=C(C3=CC=CC=C31)COC(=O)C (acetic), N(=O)[O-].[Na+] (sodium nitrite). Starting materials: CC(C)C(=O)N(C)CC(CC(O)CO)(c1ccc(Cl)c(Cl)c1)N(C)C(=O)OC(C)(C)C, [O-][I+3]([O-])([O-])[O-], [Na+], C1CCOC1, O. The product is CC(C)C(=O)N(C)CC(CC=O)(c1ccc(Cl)c(Cl)c1)N(C)C(=O)OC(C)(C)C. Reaction SMILES: [C:1]([CH3:2])([CH3:3])([CH3:4])[O:5][C:6]([N:7]([CH3:8])[C:9]([CH2:10][CH:11]([CH2:12][OH:13])[OH:14])([CH2:15][N:16]([CH3:17])[C:18]([CH:19]([CH3:20])[CH3:21])=[O:22])[c:23]1[cH:24][c:25]([Cl:30])[c:26]([Cl:29])[cH:27][cH:28]1)=[O:31].[I+3:32]([O-:33])([O-:34])([O-:35])[O-:36].[Na+:37].[O:38]1[CH2:39][CH2:40][CH2:41][CH2:42]1.[OH2:43]>>[C:1]([CH3:2])([CH3:3])([CH3:4])[O:5][C:6]([N:7]([CH3:8])[C:9]([CH2:10][CH:11]=[O:14])([CH2:15][N:16]([CH3:17])[C:18]([CH:19]([CH3:20])[CH3:21])=[O:22])[c:23]1[cH:24][c:25]([Cl:30])[c:26]([Cl:29])[cH:27][cH:28]1)=[O:31]. Starting materials: [Cl-].[NH4+] (ammonium chloride), CSC(C(=O)OC)C1=CC=C(C=C1)N1C(C=2C(C1=O)=CC=CC2)=O (Methyl α-methylthio(p-phthalimidophenyl)acetate), CI (methyl iodide), [H-].[Na+] (sodium hydride). Solvent: CN(C=O)C (dimethylformamide). Conditions: time 10 minute. The product is CSC(C(=O)OC)(C)C1=CC=C(C=C1)N1C(C=2C(C1=O)=CC=CC2)=O (methyl α-methylthio-α-(p-phthalimidophenyl)propionate). Isolated yield 77.0%. RXN SMILES: [CH3:1][S:2][CH:3]([C:8]1[CH:13]=[CH:12][C:11]([N:14]2[C:18](=[O:19])[C:17]3=[CH:20][CH:21]=[CH:22][CH:23]=[C:16]3[C:15]2=[O:24])=[CH:10][CH:9]=1)[C:4]([O:6][CH3:7])=[O:5].[H-].[Na+].[CH3:27]I.[Cl-].[NH4+]>CN(C)C=O>[CH3:1][S:2][C:3]([C:8]1[CH:9]=[CH:10][C:11]([N:14]2[C:15](=[O:24])[C:16]3=[CH:23][CH:22]=[CH:21][CH:20]=[C:17]3[C:18]2=[O:19])=[CH:12][CH:13]=1)([CH3:27])[C:4]([O:6][CH3:7])=[O:5] |f:1.2,4.5|. Reported procedure: Methyl α-methylthio(p-phthalimidophenyl)acetate (978 mg) was dissolved in 10 ml of anhydrous dimethylformamide, and under ice cooling, 120 mg of sodium hydride (65% content) was added. The mixture was stirred for 10 minutes. Then, 0.25 ml of methyl iodide was gradually added. The temperature was adjusted to room temperature, and the mixture was stirred for 5 minutes. An aqueous solution of ammonium chloride (500 mg/30 ml) was added, and the mixture was extracted four times with 20 ml of methylen...